Task: describe an organic reaction: reactants, conditions, products, and yield. Dataset: the Open Reaction Database (ORD), a public repository of structured organic reaction records The reactants are CCC1(c2c[nH]c3c(N)cccc23)CCc2cc(F)ccc21, COC(=O)Cl, c1ccncc1. The product is CCC1(c2c[nH]c3c(NC(=O)OC)cccc23)CCc2cc(F)ccc21. RXN SMILES: [CH2:1]([CH3:2])[C:3]1([c:13]2[cH:14][nH:15][c:16]3[c:17]([NH2:22])[cH:18][cH:19][cH:20][c:21]23)[CH2:4][CH2:5][c:6]2[cH:7][c:8]([F:12])[cH:9][cH:10][c:11]21.[Cl:23][C:24](=[O:25])[O:26][CH3:27].[cH:28]1[cH:29][cH:30][n:31][cH:32][cH:33]1>>[CH2:1]([CH3:2])[C:3]1([c:13]2[cH:14][nH:15][c:16]3[c:17]([NH:22][C:24](=[O:25])[O:26][CH3:27])[cH:18][cH:19][cH:20][c:21]23)[CH2:4][CH2:5][c:6]2[cH:7][c:8]([F:12])[cH:9][cH:10][c:11]21.